From a dataset of the Open Reaction Database (ORD), a public repository of structured organic reaction records. describe an organic reaction: reactants, conditions, products, and yield Starting materials: B, CC(C)(C)OC(=O)CC(Cc1ccccc1)C(=O)O, [Na+], O=C([O-])O, C1CCOC1. The product is CC(C)(C)OC(=O)CC(CO)Cc1ccccc1. Reaction SMILES: [BH3:20].[C:1]([CH3:2])([CH3:3])([CH3:4])[O:5][C:6](=[O:7])[CH2:8][CH:9]([C:10](=[O:11])[OH:12])[CH2:13][c:14]1[cH:15][cH:16][cH:17][cH:18][cH:19]1.[Na+:25].[O-:21][C:22]([OH:23])=[O:24].[O:26]1[CH2:27][CH2:28][CH2:29][CH2:30]1>>[C:1]([CH3:2])([CH3:3])([CH3:4])[O:5][C:6](=[O:7])[CH2:8][CH:9]([CH2:10][OH:11])[CH2:13][c:14]1[cH:15][cH:16][cH:17][cH:18][cH:19]1.